From a dataset of the Open Reaction Database (ORD), a public repository of structured organic reaction records. describe an organic reaction: reactants, conditions, products, and yield Starting materials: COC=1C=C(CBr)C=CC1 (3-methoxybenzyl bromide), C1(=CC=CC=C1)C(=NCC(=O)OCC)C1=CC=CC=C1 (ethyl N-(diphenylmethylene)glycinate), [OH-].[Na+] (sodium hydroxide), C1CCOC1 (THF). The solvent is O (water). Run at time 2 day. Yields the product C1(=CC=CC=C1)C(=N[C@@H](CC1=CC(=CC=C1)OC)C(=O)OCC)C1=CC=CC=C1 (ethyl N-(diphenylmethylidene)-3-methoxyphenylalaninate). The yield is 77.1%. RXN SMILES: [CH3:1][O:2][C:3]1[CH:4]=[C:5]([CH:8]=[CH:9][CH:10]=1)[CH2:6]Br.[C:11]1([C:17]([C:25]2[CH:30]=[CH:29][CH:28]=[CH:27][CH:26]=2)=[N:18][CH2:19][C:20]([O:22][CH2:23][CH3:24])=[O:21])[CH:16]=[CH:15][CH:14]=[CH:13][CH:12]=1.[OH-].[Na+].C1COCC1>O>[C:11]1([C:17]([C:25]2[CH:30]=[CH:29][CH:28]=[CH:27][CH:26]=2)=[N:18][C@H:19]([C:20]([O:22][CH2:23][CH3:24])=[O:21])[CH2:6][C:5]2[CH:8]=[CH:9][CH:10]=[C:3]([O:2][CH3:1])[CH:4]=2)[CH:12]=[CH:13][CH:14]=[CH:15][CH:16]=1 |f:2.3|. Procedure details: To a 100-mL round-bottomed flask was added 3-methoxybenzyl bromide (0.73 mL, 5.22 mmol, Sigma-Aldrich, St. Louis, Mo.), ethyl N-(diphenylmethylene)glycinate (1.40 g, 5.22 mmol, Acros, Pittsburgh, Pa.), 5 M sodium hydroxide (5.22 mL, 26.1 mmol) and THF (20 mL). The reaction mixture was stirred at room temperature for 2 d. After that time, the mixture was diluted with water (30 mL) and extracted with EtOAc (2×60 mL). The organic extracts were washed with saturated NaCl (30 mL) and dried over Na2SO... The reactants are N[C@@H]([C@H](O)C)C(=O)N (L-threonine amide), C(O)([O-])=O.[Na+] (sodium hydrogencarbonate), C(C1=CC=CC=C1)OC(=O)Cl (benzyloxycarbonyl chloride). The solvent is O (water). Reaction conditions: temperature 20 celsius, time 30 minute. Yields the product N([C@@H]([C@H](O)C)C(=O)N)C(=O)OCC1=CC=CC=C1 (Z-L-Thr-NH2). Isolated yield 85.0%. RXN SMILES: [NH2:1][C@H:2]([C:6]([NH2:8])=[O:7])[C@@H:3]([CH3:5])[OH:4].C(=O)([O-])O.[Na+].[CH2:14]([O:21][C:22](Cl)=[O:23])[C:15]1[CH:20]=[CH:19][CH:18]=[CH:17][CH:16]=1>O>[NH:1]([C:22]([O:21][CH2:14][C:15]1[CH:20]=[CH:19][CH:18]=[CH:17][CH:16]=1)=[O:23])[C@H:2]([C:6]([NH2:8])=[O:7])[C@@H:3]([CH3:5])[OH:4] |f:1.2|. Procedure details: 11.8 g (0.1 mol) of L-threonine amide and 16.8 g (0.2 mol) of sodium hydrogencarbonate were added to 350 ml of water to obtain a solution. 17.9 g (0.105 mol) of benzyloxycarbonyl chloride was added slowly to the solution under vigorous stirring at a temperature of up to 20° C. over a period of 30 min. The mixture was stirred at room temperature for additional 5 h and a solid thus formed was filtered, washed and dried to obtain 21.4 g (yield: 85.0 %) of impure solid Z-L-Thr-NH2. 85 ml of water wa... The reactants are CC(=O)OI1(OC(C)=O)(OC(C)=O)OC(=O)c2ccccc21, ClCCl, OC1CCN(c2nccnc2OC2CCN(c3ccc4ccccc4n3)CC2)CC1. Yields the product O=C1CCN(c2nccnc2OC2CCN(c3ccc4ccccc4n3)CC2)CC1. RXN SMILES: [CH3:31][C:32]([O:33][I:34]1([O:44][C:45]([CH3:46])=[O:47])([O:48][C:49]([CH3:50])=[O:51])[c:35]2[c:36]([cH:37][cH:38][cH:39][cH:40]2)[C:41](=[O:42])[O:43]1)=[O:52].[Cl:53][CH2:54][Cl:55].[n:1]1[c:2]([N:11]2[CH2:12][CH2:13][CH:14]([O:17][c:18]3[c:19]([N:24]4[CH2:25][CH2:26][CH:27]([OH:30])[CH2:28][CH2:29]4)[n:20][cH:21][cH:22][n:23]3)[CH2:15][CH2:16]2)[cH:3][cH:4][c:5]2[cH:6][cH:7][cH:8][cH:9][c:10]12>>[n:1]1[c:2]([N:11]2[CH2:12][CH2:13][CH:14]([O:17][c:18]3[c:19]([N:24]4[CH2:25][CH2:26][C:27](=[O:30])[CH2:28][CH2:29]4)[n:20][cH:21][cH:22][n:23]3)[CH2:15][CH2:16]2)[cH:3][cH:4][c:5]2[cH:6][cH:7][cH:8][cH:9][c:10]12. Starting materials: O1C(CCCC1)OCCCCC1=CC(=CC=C1)CCCCOC1OCCCC1 (1,3-bis[4-(2-tetrahydropyranyloxy)butyl]benzene), Cl (hydrochloric acid), C(C)(=O)OCC (ethyl acetate), ice water. The solvent is C(C)O (ethanol). Conditions: time 7 hour. Yields the product OCCCCC1=CC(=CC=C1)CCCCO (1,3-Bis(4-hydroxybutyl)benzene). Isolated yield 56.4%. Reaction SMILES: O1CCCCC1[O:7][CH2:8][CH2:9][CH2:10][CH2:11][C:12]1[CH:17]=[CH:16][CH:15]=[C:14]([CH2:18][CH2:19][CH2:20][CH2:21][O:22]C2CCCCO2)[CH:13]=1.Cl.C(OCC)(=O)C>C(O)C>[OH:7][CH2:8][CH2:9][CH2:10][CH2:11][C:12]1[CH:17]=[CH:16][CH:15]=[C:14]([CH2:18][CH2:19][CH2:20][CH2:21][OH:22])[CH:13]=1. Procedure details: To a solution of, 822 mg of 1,3-bis[4-(2-tetrahydropyranyloxy)butyl]benzene in 3 ml of ethanol was added 1.5 ml of 6N hydrochloric acid, and after stirring at a room temperature for 7 hours, 30 ml of ethyl acetate and 10 ml of ice water were added. The separated organic layer was washed with 5% sodium bicarbonate aqueous solution, water and a saturated sodium chloride, dried over magnesium sulfate, and evaporated under a reduced pressure to remove the solvent. The resulting oily residue was appl... Starting materials: ferric chloride hexahydrate, O.NN (hydrazine monohydrate), raw material, C(C)(C)(C)C=1C=CC(=C(C1)[N+](=O)[O-])SCC(CCCC)CC (5-tert-butyl-2-(2-ethylhexylthio)nitrobenzene), solution. Run in CC(C)O (2-propanol). Product: C(C)(C)(C)C=1C=CC(=C(N)C1)SCC(CCCC)CC (5-tert-butyl-2-(2-ethylhexylthio)aniline). As a reaction SMILES: [C:1]([C:5]1[CH:6]=[CH:7][C:8]([S:14][CH2:15][CH:16]([CH2:21][CH3:22])[CH2:17][CH2:18][CH2:19][CH3:20])=[C:9]([N+:11]([O-])=O)[CH:10]=1)([CH3:4])([CH3:3])[CH3:2].O.NN>CC(O)C>[C:1]([C:5]1[CH:6]=[CH:7][C:8]([S:14][CH2:15][CH:16]([CH2:21][CH3:22])[CH2:17][CH2:18][CH2:19][CH3:20])=[C:9]([CH:10]=1)[NH2:11])([CH3:4])([CH3:3])[CH3:2] |f:1.2|. Reported procedure: In a typical example of a specific production method, ferric chloride hexahydrate and an activated carbon are added to a 2-propanol solution of 5-tert-butyl-2-(2-ethylhexylthio)nitrobenzene, and the mixture is refluxed under heating for 10 minutes. To this solution is added, dropwise, an aqueous 80% solution of hydrazine monohydrate. After the addition is finished, the reaction is continued under refluxing until the raw material disappears. Then, the reaction solution is cooled, and the catalyst...